The task is: describe an organic reaction: reactants, conditions, products, and yield. This data is from the Open Reaction Database (ORD), a public repository of structured organic reaction records. Reactants: COC1=CC=C(C=CC(=O)O)C=C1 (p-Methoxycinnamic acid), C(C(=O)Cl)(=O)Cl (Oxalyl chloride). The reagents and catalysts are CN(C)C=O (DMF). Solvent: ClC(C)Cl (dichloroethane). Reaction conditions: time 30 minute. The product is COC1=CC=C(C=CC(=O)Cl)C=C1 (4-Methoxycinnamoyl Chloride). RXN SMILES: [CH3:1][O:2][C:3]1[CH:13]=[CH:12][C:6]([CH:7]=[CH:8][C:9](O)=[O:10])=[CH:5][CH:4]=1.C(Cl)(=O)C([Cl:17])=O>ClC(Cl)C.CN(C=O)C>[CH3:1][O:2][C:3]1[CH:13]=[CH:12][C:6]([CH:7]=[CH:8][C:9]([Cl:17])=[O:10])=[CH:5][CH:4]=1. Procedure: p-Methoxycinnamic acid (52.7 g=0.45 mole) was slurried under N2 in 500 mL of sieve-dried dichloroethane. Oxalyl chloride (146.0 gm=1.15 moles) was added in one portion followed by three drops of DMF. Complete solution was achieved in 30 minutes. The solution was stirred an additional 2 hours, and then the dichloroethane containing excess oxalyl chloride was removed on a 50° C. rotary evaporator. Fresh dichloroethane was twice added to the residue and removed on the rotary evaporator. The amber o... The reactants are Cl (hydrochloric acid), NC1=CC=CC=C1 (aniline), ClCC(=O)C1=CC=C(C=C1)C1=CC=CC=C1 (ω-chloroparaphenyl-acetophenone). The solvent is O (water). The product is C1(=CC=CC=C1)C1=CC=C(C=C1)C=1NC2=CC=CC=C2C1 (2-(4'-phenyl-phenyl)-indole). The yield is 24.9%. RXN SMILES: [NH2:1][C:2]1[CH:7]=[CH:6][CH:5]=[CH:4][CH:3]=1.Cl[CH2:9][C:10]([C:12]1[CH:17]=[CH:16][C:15]([C:18]2[CH:23]=[CH:22][CH:21]=[CH:20][CH:19]=2)=[CH:14][CH:13]=1)=O.Cl>O>[C:18]1([C:15]2[CH:14]=[CH:13][C:12]([C:10]3[NH:1][C:2]4[C:7]([CH:9]=3)=[CH:6][CH:5]=[CH:4][CH:3]=4)=[CH:17][CH:16]=2)[CH:19]=[CH:20][CH:21]=[CH:22][CH:23]=1. Procedure details: A mixture of 372 g (4 mols) of aniline and 230 g (1 mol) of ω-chloroparaphenyl-acetophenone was refluxed for 105 minutes. After cooling to about 50°-80° C, the mixture was poured into iced-water containing 50 ml of concentrated hydrochloric acid to give a precipitate which was filtered out, washed with water, dried and then recrystallized from N,N-dimethylformamide. The pure substance was then filtered out and washed with ethanol to give 67.2 g of 2-(4'-phenyl-phenyl)-indole. Reactants: NC1=C(C(=C(C=C1)C#N)CC=C)O (2-amino-5-cyano-6-prop-1-ene-3-yl-phenol), [H][H] (hydrogen). Reagents/catalysts: [Pd] (palladium on carbon). The solvent is C(C)(=O)OCC (ethyl acetate). Product: NC1=C(C(=C(C=C1)C#N)CCC)O (2-Amino-5-cyano-6-propyl-phenol). The yield is 283.7%. As a reaction SMILES: [NH2:1][C:2]1[CH:7]=[CH:6][C:5]([C:8]#[N:9])=[C:4]([CH2:10][CH:11]=[CH2:12])[C:3]=1[OH:13].[H][H]>[Pd].C(OCC)(=O)C>[NH2:1][C:2]1[CH:7]=[CH:6][C:5]([C:8]#[N:9])=[C:4]([CH2:10][CH2:11][CH3:12])[C:3]=1[OH:13]. Procedure: A mixture of 2-amino-5-cyano-6-prop-1-ene-3-yl-phenol (0.5 g, 2.4 mmol) and 10% palladium on carbon (0.05 g) in ethyl acetate (50 mL) was stirred at rt under 1 atm of hydrogen for 2 hours. The mixture was filtered through Celite to remove the palladium and the filtrate was concentrated under reduced pressure to afford the title compound as a pinkish-white solid (1.2 g, 78%). MS(ES+) m/e 177 [M+H]+; MS(ES−) m/e 175[M−H]−. The reactants are CC(C)([O-])C.[Na+] (Sodium tert-butoxide), CC(C)([O-])C.[Na+] (sodium tert-butoxide), ClC1=NC=2N3C(CNC2C=N1)COCC3 (2-Chloro-5,6,6a,7,9,10-hexahydro-[1,4]oxazino[3,4-h]pteridine), BrCC1=C(C=C(C=C1)S(=O)(=O)C)Cl (1-(bromomethyl)-2-chloro-4-(methylsulfonyl)benzene). Solvent: CS(=O)C (DMSO), C(C)(=O)OCC (ethyl acetate). Conditions: time 5 minute. The product is ClC1=NC=2N3C(CN(C2C=N1)CC1=C(C=C(C=C1)S(=O)(=O)C)Cl)COCC3 (2-chloro-5-(2-chloro-4-(methylsulfonyl)benzyl)-5,6,6a,7,9,10-hexahydro-[1,4]oxazino[3,4-h]pteridine). Isolated yield 37.8%. RXN SMILES: [Cl:1][C:2]1[N:11]=[CH:10][C:9]2[NH:8][CH2:7][CH:6]3[CH2:12][O:13][CH2:14][CH2:15][N:5]3[C:4]=2[N:3]=1.CC(C)([O-])C.[Na+].Br[CH2:23][C:24]1[CH:29]=[CH:28][C:27]([S:30]([CH3:33])(=[O:32])=[O:31])=[CH:26][C:25]=1[Cl:34]>CS(C)=O.C(OCC)(=O)C>[Cl:1][C:2]1[N:11]=[CH:10][C:9]2[N:8]([CH2:23][C:24]3[CH:29]=[CH:28][C:27]([S:30]([CH3:33])(=[O:31])=[O:32])=[CH:26][C:25]=3[Cl:34])[CH2:7][CH:6]3[CH2:12][O:13][CH2:14][CH2:15][N:5]3[C:4]=2[N:3]=1 |f:1.2|. Reported procedure: 2-Chloro-5,6,6a,7,9,10-hexahydro-[1,4]oxazino[3,4-h]pteridine (PREPARATION x2, 200 mg, 0.882 mmol) was dissolved in DMSO (4.4 mL). Sodium tert-butoxide (102 mg, 1.059 mmol) was then added to give a brown solution. After 5 minutes, 1-(bromomethyl)-2-chloro-4-(methylsulfonyl)benzene (250 mg, 0.882 mmol) was added dropwise. The reaction mixture was stirred for 18 hours. Additional sodium tert-butoxide (0.5 eq) was added and the reaction mixture was stirred for an additional 18 hours. The reaction m... The reactants are C1(=CC=CC2=CC=CC=C12)OC(C(CC)O)Cl (1-(1-naphthyloxy)-2-hydroxybutyl chloride), C(CC1=CC=CC=C1)N (phenethylamine), hydrochloride salt. Solvent: CC(=O)C (acetone). Yields the product Cl.C1(=CC=CC2=CC=CC=C12)OCC(CCNCCC1=CC=CC=C1)O (1-(1-Naphthyloxy)-4-phenethylamino-2-butanol Hydrochloride). RXN SMILES: [C:1]1([O:11][CH:12]([Cl:17])[CH:13]([OH:16])[CH2:14][CH3:15])[C:10]2[C:5](=[CH:6][CH:7]=[CH:8][CH:9]=2)[CH:4]=[CH:3][CH:2]=1.[CH2:18]([NH2:26])[CH2:19][C:20]1[CH:25]=[CH:24][CH:23]=[CH:22][CH:21]=1>CC(C)=O>[ClH:17].[C:1]1([O:11][CH2:12][CH:13]([OH:16])[CH2:14][CH2:15][NH:26][CH2:18][CH2:19][C:20]2[CH:25]=[CH:24][CH:23]=[CH:22][CH:21]=2)[C:10]2[C:5](=[CH:6][CH:7]=[CH:8][CH:9]=2)[CH:4]=[CH:3][CH:2]=1 |f:3.4|. Procedure: A mixture of 12.5 g. (0.05 mole) of 1-(1-naphthyloxy)-2-hydroxybutyl chloride and 14.5 g. (0.1 mole) of phenethylamine was heated at 120° C. for 20 min. on a hot plate. The resulting mixture was mixed with 250 ml. of acetone, heated to boiling and then filtered at room temperature. The filtrate was treated with 50 ml. of ethereal hydrogen chloride. The resulting white precipitate was filtered. The white crystalline solid was recrystallized from acetone and yielded 11.8 g. of the hydrochloride sa... The reactants are COC(=O)N=C=O (methoxycarbonylisocyanate), NC=1C=C(C(=CC1)OC)OC (4-aminoveratrole). Run in O1CCOCC1 (dioxane), O1CCOCC1 (dioxane). Yields the product COC=1C=C(C=CC1OC)NC(=O)NC(=O)OC (1-(3,4-dimethoxyphenyl)-3-methoxycarbonylurea). RXN SMILES: [CH3:1][O:2][C:3]([N:5]=[C:6]=[O:7])=[O:4].[NH2:8][C:9]1[CH:10]=[C:11]([O:17][CH3:18])[C:12]([O:15][CH3:16])=[CH:13][CH:14]=1>O1CCOCC1>[CH3:18][O:17][C:11]1[CH:10]=[C:9]([NH:8][C:6]([NH:5][C:3]([O:2][CH3:1])=[O:4])=[O:7])[CH:14]=[CH:13][C:12]=1[O:15][CH3:16]. Reported procedure: To a solution of methoxycarbonylisocyanate (3.78 g. 0.0374 mole) in 45 ml. of dioxane is added 4-aminoveratrole (5.73 g., 0.037 mole) while maintaining a temperature of 20°-30°. After completing the addition, another 45 ml. portion of dioxane is added and the mixture then heated at reflux for a period of one hour. Evaporation of the solvent and crystallization of residual material from nitromethane provides analytically pure 1-(3,4-dimethoxyphenyl)-3-methoxycarbonylurea, m.p. 168°-170°.